Dataset: the Open Reaction Database (ORD), a public repository of structured organic reaction records. Task: describe an organic reaction: reactants, conditions, products, and yield Starting materials: C1CCOC1, COC(=O)c1ccc(-c2ccc(C(C)C(O)(c3ccc4oc(=O)n(C)c4c3)C(F)(F)F)c(Cl)c2)cc1F, Cl, [Li+], [OH-]. The product is CC(c1ccc(-c2ccc(C(=O)O)c(F)c2)cc1Cl)C(O)(c1ccc2oc(=O)n(C)c2c1)C(F)(F)F. As a reaction SMILES: [CH2:41]1[O:42][CH2:43][CH2:44][CH2:45]1.[CH3:1][O:2][C:3](=[O:4])[c:5]1[c:6]([F:37])[cH:7][c:8](-[c:11]2[cH:12][c:13]([Cl:36])[c:14]([CH:17]([C:18]([C:19]([F:20])([F:21])[F:22])([c:23]3[cH:24][cH:25][c:26]4[c:27]([n:28]([CH3:32])[c:29](=[O:31])[o:30]4)[cH:33]3)[OH:34])[CH3:35])[cH:15][cH:16]2)[cH:9][cH:10]1.[ClH:40].[Li+:39].[OH-:38]>>[O:2]=[C:3]([OH:4])[c:5]1[c:6]([F:37])[cH:7][c:8](-[c:11]2[cH:12][c:13]([Cl:36])[c:14]([CH:17]([C:18]([C:19]([F:20])([F:21])[F:22])([c:23]3[cH:24][cH:25][c:26]4[c:27]([n:28]([CH3:32])[c:29](=[O:31])[o:30]4)[cH:33]3)[OH:34])[CH3:35])[cH:15][cH:16]2)[cH:9][cH:10]1. The reactants are CCCC1=C(C=CC(=C1O)C(=O)C)O (2,4-dihydroxy-3-propylacetophenone), BrCC1=CC=C(C=CC(=O)OC)C=C1 (methyl 4-bromomethylcinnamate), C([O-])([O-])=O.[K+].[K+] (potassium carbonate). Solvent: CC(=O)C (acetone). Yields the product C(C)(=O)C1=C(C(=C(OCC2=CC=C(C=CC(=O)OC)C=C2)C=C1)CCC)O (Methyl 4-(4-acetyl-3-hydroxy-2-propylphenoxy)methylcinnamate). Isolated yield 53.2%. As a reaction SMILES: [CH3:1][CH2:2][CH2:3][C:4]1[C:9]([OH:10])=[C:8]([C:11]([CH3:13])=[O:12])[CH:7]=[CH:6][C:5]=1[OH:14].Br[CH2:16][C:17]1[CH:28]=[CH:27][C:20]([CH:21]=[CH:22][C:23]([O:25][CH3:26])=[O:24])=[CH:19][CH:18]=1.C(=O)([O-])[O-].[K+].[K+]>CC(C)=O>[C:11]([C:8]1[CH:7]=[CH:6][C:5]([O:14][CH2:16][C:17]2[CH:28]=[CH:27][C:20]([CH:21]=[CH:22][C:23]([O:25][CH3:26])=[O:24])=[CH:19][CH:18]=2)=[C:4]([CH2:3][CH2:2][CH3:1])[C:9]=1[OH:10])(=[O:12])[CH3:13] |f:2.3.4|. Reported procedure: A mixture of 1.0 g (5.15 g) of 2,4-dihydroxy-3-propylacetophenone, 1.58 g (6.18 mmol) of methyl 4-bromomethylcinnamate and 0.85 g (6.18 mmol) of anhydrous potassium carbonate in 20 ml of acetone was stirred at reflux for 18 hours. Ether extraction gave 1.01 g of the title compound as a light yellow powder mp 121°-125° C.